Dataset: the Open Reaction Database (ORD), a public repository of structured organic reaction records. Task: describe an organic reaction: reactants, conditions, products, and yield Reactants: CO (methanol), [H-].[Na+] (sodium hydride), NC1=CC(=C(C=C1C)O)C (4-amino-2,5-dimethylphenol), ClC=1SC(=C(N1)Cl)Cl (2,4,5-trichloro-1,3-thiazole). The solvent is C(C)(=O)OCC (ethyl acetate), O (water), CN(C=O)C (dimethylformamide). Yield: 55.3%. Product: ClC=1N=C(SC1Cl)OC1=CC(=C(N)C=C1C)C (4-[(4,5-dichloro-1,3-thiazol-2-yl)oxy]-2,5-dimethylaniline). Procedure: 1.3 g (33 mmol) sodium hydride (60% in oil) were added portionwise to a solution of 4.1 g (30.0 mmol) of 4-amino-2,5-dimethylphenol in 30 ml of dimethylformamide. After the gas evolution has stopped, 5.6 g (30 mmol) of 2,4,5-trichloro-1,3-thiazole were added and the reaction mixture was stirred for 1 h at 100° C. At ambient temperature 0.5 ml methanol, 10 ml of water and 100 ml of ethyl acetate were added successively. The organic layer was separated, the watery layer extracted with ethyl acetat... Reaction conditions: temperature 100 celsius, time 1 hour. Reaction SMILES: [H-].[Na+].[NH2:3][C:4]1[C:9]([CH3:10])=[CH:8][C:7]([OH:11])=[C:6]([CH3:12])[CH:5]=1.Cl[C:14]1[S:15][C:16]([Cl:20])=[C:17]([Cl:19])[N:18]=1.CO>CN(C)C=O.C(OCC)(=O)C.O>[Cl:19][C:17]1[N:18]=[C:14]([O:11][C:7]2[C:6]([CH3:12])=[CH:5][C:4]([NH2:3])=[C:9]([CH3:10])[CH:8]=2)[S:15][C:16]=1[Cl:20] |f:0.1|. Reactants: ice, ClC=1C=C(C=CC1Cl)C(/C=C/C(=O)O)=O ((E)-4-(3',4'-dichlorophenyl)-4-oxo-2-butenoic acid), ice water, IC (iodomethane). The solvent is CN(C)C=O (DMF), C1CCC2=NCCCN2CC1 (DBU), CN(C)C=O (DMF). Yields the product COC(\C=C\C(=O)C1=CC(=C(C=C1)Cl)Cl)=O ((E)-Methyl-4-(3',4'-dichlorophenyl)-4-oxo-2-butenoate). The yield is 84.9%. RXN SMILES: [Cl:1][C:2]1[CH:3]=[C:4]([C:9](=[O:15])/[CH:10]=[CH:11]/[C:12]([OH:14])=[O:13])[CH:5]=[CH:6][C:7]=1[Cl:8].I[CH3:17]>CN(C=O)C.C1CCN2C(=NCCC2)CC1>[CH3:17][O:13][C:12](=[O:14])/[CH:11]=[CH:10]/[C:9]([C:4]1[CH:5]=[CH:6][C:7]([Cl:8])=[C:2]([Cl:1])[CH:3]=1)=[O:15]. Procedure details: To an ice cooled solution of (E)-4-(3',4'-dichlorophenyl)-4-oxo-2-butenoic acid (2.4 g, 0.01 mol) in dry DMF (80 mL), DBU (1.5 mL, 0.01) was added dropwise on stirring, under nitrogen atmosphere. To the resulting stirred solution iodomethane (3.1 mL, 0.05 mol) dissolved in dry DMF (20 mL) was added dropwise over 20 min. The resulting solution was stirred at 0° C. for 1 hour and 3 hours at room temperature. The resulting reaction mixture was poured into ice-water on stirring, and the precipitate ... Reaction SMILES: [CH3:15][CH:16]([CH3:17])[NH2:18].[Cl:1][S:2](=[O:3])(=[O:4])[c:5]1[cH:6][c:7]2[c:11]([cH:12][cH:13]1)[NH:10][C:9](=[O:14])[CH2:8]2.[Cl:25][CH2:26][Cl:27].[cH:19]1[cH:20][cH:21][n:22][cH:23][cH:24]1>>[S:2](=[O:3])(=[O:4])([c:5]1[cH:6][c:7]2[c:11]([cH:12][cH:13]1)[NH:10][C:9](=[O:14])[CH2:8]2)[NH:18][CH:16]([CH3:15])[CH3:17]. Product: CC(C)NS(=O)(=O)c1ccc2c(c1)CC(=O)N2. The reactants are CC(C)N, O=C1Cc2cc(S(=O)(=O)Cl)ccc2N1, ClCCl, c1ccncc1. Starting materials: O=C([O-])[O-], CCOC(C)=O, Cc1oc(=O)oc1CCl, [Cs+], [Cs+], CN(C)C=O, CC(C)(C)OC(=O)NC(Cc1ccc(-c2ccccc2)cc1)CC(O)C(=O)O. Yields the product Cc1oc(=O)oc1COC(=O)C(O)CC(Cc1ccc(-c2ccccc2)cc1)NC(=O)OC(C)(C)C. As a reaction SMILES: [C:29](=[O:30])([O-:31])[O-:32].[CH3:44][CH2:45][O:46][C:47]([CH3:48])=[O:49].[Cl:35][CH2:36][c:37]1[o:38][c:39](=[O:43])[o:40][c:41]1[CH3:42].[Cs+:33].[Cs+:34].[O:50]=[CH:51][N:52]([CH3:53])[CH3:54].[c:1]1(-[c:23]2[cH:24][cH:25][cH:26][cH:27][cH:28]2)[cH:2][cH:3][c:4]([CH2:7][CH:8]([CH2:9][CH:10]([C:11](=[O:12])[OH:13])[OH:14])[NH:15][C:16](=[O:17])[O:18][C:19]([CH3:20])([CH3:21])[CH3:22])[cH:5][cH:6]1>>[c:1]1(-[c:23]2[cH:24][cH:25][cH:26][cH:27][cH:28]2)[cH:2][cH:3][c:4]([CH2:7][CH:8]([CH2:9][CH:10]([C:11]([O:12][CH2:36][c:37]2[o:38][c:39](=[O:43])[o:40][c:41]2[CH3:42])=[O:13])[OH:14])[NH:15][C:16](=[O:17])[O:18][C:19]([CH3:20])([CH3:21])[CH3:22])[cH:5][cH:6]1. The reactants are C1COCCOCCOCCOCCOCCO1 (18-crown-6), C(C)(=O)[O-].[K+] (potassium acetate), ClC1=C(C#N)C(=CC=C1)F (2-chloro-6-fluorobenzonitrile), [OH-].[Na+] (Sodium hydroxide), solution. The solvent is C(C)#N (acetonitrile), O (water). Reaction conditions: time 2 hour. Yields the product ClC=1C(=C(C=CC1)O)C#N (3-chloro-2-cyanophenol). Yield: 72.3%. Reaction SMILES: C1[O:18][CH2:17][CH2:16]OCCOCCOCCOCCOC1.C([O-])(=O)C.[K+].[Cl:24][C:25]1[CH:32]=[CH:31]C=C(F)[C:26]=1[C:27]#[N:28].[OH-].[Na+]>C(#N)C.O>[Cl:24][C:25]1[C:26]([C:27]#[N:28])=[C:17]([OH:18])[CH:16]=[CH:31][CH:32]=1 |f:1.2,4.5|. Reported procedure: To a solution of 18-crown-6 (3.96 g, 15 mmol) in 30 mL of acetonitrile were added dry potassium acetate (1.47 g, 15 mmol) and 2-chloro-6-fluorobenzonitrile (1.56 g, 10 mmol). The reaction was refluxed under nitrogen for 25 hours, then cooled to room temperature. Sodium hydroxide (2 mL of a 10M solution, 20 mmol) and water (5 mL) were added, and the reaction stirred at room temperature for two hours. The acetonitrile was removed on a rotary evaporator, and the residue was taken up in ether and wa... Starting materials: CO[N-]C (N-methoxy-N-methyl amide), Cl (HCl), CCOCC (ether), C1(=CC=CC=C1)[Mg]Br (phenyl magnesium bromide). Run in C1CCOC1 (THF). Conditions: temperature 0 celsius. Yields the product C1(CCC=CCC1)C(=O)C1=CC=CC=C1 (4-Cyclohepten-1-yl(phenyl)methanone), oil. The yield is 77.0%. Reaction SMILES: [CH3:1][O:2][N-]C.[C:5]1([Mg]Br)[CH:10]=[CH:9][CH:8]=[CH:7][CH:6]=1.Cl.CCO[CH2:17][CH3:18]>C1COCC1>[CH:18]1([C:1]([C:5]2[CH:10]=[CH:9][CH:8]=[CH:7][CH:6]=2)=[O:2])[CH2:17][CH2:7][CH:6]=[CH:5][CH2:10][CH2:9]1. Procedure details: The N-methoxy-N-methyl amide was dissolved in dry THF (10 ml) and cooled down to 0° C. A 3M etheral phenyl magnesium bromide solution (17.5 ml, 52.5 mmol) was added dropwise and then the mixture was heated at 65° C. for 1 hour. The mixture was cooled at room temperature and carefully treated with a 1 N HCl solution for 30 minutes at 40° C. The solution was diluted with ether and the organic phase separated, dried over MgSO4 and concentrated. The residual oil was chromatographied on silica gel (C... Yields the product CC(C)(C)COc1c(C=Cc2nc3sccn3c2C(=O)Nc2nc(C3CCC3)cs2)cccc1OC(F)F. Reactants: C1CCOC1, CCN=C=NCCCN(C)C, CN(C)c1ccncc1, Nc1nc(C2CCC2)cs1, Cl, CC(C)(C)COc1c(C=Cc2nc3sccn3c2C(=O)O)cccc1OC(F)F, CN(C)C=O. As a reaction SMILES: [CH2:61]1[O:62][CH2:63][CH2:64][CH2:65]1.[CH3:40][CH2:41][N:42]=[C:43]=[N:44][CH2:45][CH2:46][CH2:47][N:48]([CH3:49])[CH3:50].[CH3:52][N:53]([c:54]1[cH:55][cH:56][n:57][cH:58][cH:59]1)[CH3:60].[CH:30]1([c:34]2[n:35][c:36]([NH2:39])[s:37][cH:38]2)[CH2:31][CH2:32][CH2:33]1.[ClH:51].[F:1][CH:2]([O:3][c:4]1[c:5]([O:23][CH2:24][C:25]([CH3:26])([CH3:27])[CH3:28])[c:6]([CH:10]=[CH:11][c:12]2[n:13][c:14]3[s:15][cH:16][cH:17][n:18]3[c:19]2[C:20](=[O:21])[OH:22])[cH:7][cH:8][cH:9]1)[F:29].[O:66]=[CH:67][N:68]([CH3:69])[CH3:70]>>[F:1][CH:2]([O:3][c:4]1[c:5]([O:23][CH2:24][C:25]([CH3:26])([CH3:27])[CH3:28])[c:6]([CH:10]=[CH:11][c:12]2[n:13][c:14]3[s:15][cH:16][cH:17][n:18]3[c:19]2[C:20](=[O:21])[NH:39][c:36]2[n:35][c:34]([CH:30]3[CH2:31][CH2:32][CH2:33]3)[cH:38][s:37]2)[cH:7][cH:8][cH:9]1)[F:29]. Starting materials: BrC(Br)(Br)Br, OCC1COC(c2ccc(F)cc2)=N1, c1ccc(P(c2ccccc2)c2ccccc2)cc1, c1ccncc1. Product: Fc1ccc(C2=NC(CBr)CO2)cc1. RXN SMILES: [C:34]([Br:35])([Br:36])([Br:37])[Br:38].[F:1][c:2]1[cH:3][cH:4][c:5]([C:8]2=[N:12][CH:11]([CH2:13][OH:14])[CH2:10][O:9]2)[cH:6][cH:7]1.[c:15]1([P:16]([c:17]2[cH:18][cH:19][cH:20][cH:21][cH:22]2)[c:23]2[cH:24][cH:25][cH:26][cH:27][cH:28]2)[cH:29][cH:30][cH:31][cH:32][cH:33]1.[cH:39]1[cH:40][cH:41][n:42][cH:43][cH:44]1>>[F:1][c:2]1[cH:3][cH:4][c:5]([C:8]2=[N:12][CH:11]([CH2:13][Br:35])[CH2:10][O:9]2)[cH:6][cH:7]1. Reactants: O.C1(=CC=C(C=C1)S(=O)(=O)O)C (p-toluenesulfonic acid monohydrate), B.[Na] (sodium boron hydride), O.C1(=CC=C(C=C1)S(=O)(=O)O)C (p-toluenesulfonic acid monohydrate), O (Water), C(C)OC(CC=1C(=CC2=C(SC(C2=O)C(=O)OC(C)(C)C)C1F)F)=O (tert-butyl 6-(2-ethoxy-2-oxoethyl)-5,7-difluoro-3-oxo-2,3-dihydrobenzo[b]thiophene-2-carboxylate). Run in CO (methanol), C1(=CC=CC=C1)C (toluene). Run at time 30 minute. Product: FC1=CC2=C(SC=C2)C(=C1CC(=O)OCC)F (ethyl 2-(5,7-difluorobenzo[b]thiophen-6-yl)acetate). Yield: 15.0%. Reaction SMILES: [CH2:1]([O:3][C:4](=[O:25])[CH2:5][C:6]1[C:7]([F:24])=[CH:8][C:9]2[C:13](=O)[CH:12](C(OC(C)(C)C)=O)[S:11][C:10]=2[C:22]=1[F:23])[CH3:2].O.C1(C)C=CC(S(O)(=O)=O)=CC=1.O.B.[Na]>C1(C)C=CC=CC=1.CO>[F:24][C:7]1[C:6]([CH2:5][C:4]([O:3][CH2:1][CH3:2])=[O:25])=[C:22]([F:23])[C:10]2[S:11][CH:12]=[CH:13][C:9]=2[CH:8]=1 |f:1.2,4.5,^1:39|. Procedure: In 60 mL of toluene is dissolved 19.2 g of tert-butyl 6-(2-ethoxy-2-oxoethyl)-5,7-difluoro-3-oxo-2,3-dihydrobenzo[b]thiophene-2-carboxylate, to which is added 0.96 g of p-toluenesulfonic acid monohydrate. The mixture is heated under reflux for 2.5 hours. Water is added to the reaction mixture, and the organic layer is separated. The organic layer is washed with water, saturated aqueous solution of sodium bicarbonate and saturated aqueous solution of sodium chloride and dried over anhydrous magne...